This data is from the Open Reaction Database (ORD), a public repository of structured organic reaction records. The task is: describe an organic reaction: reactants, conditions, products, and yield Starting materials: CC(C)(C)OC(=O)c1c(COc2ccc(-c3ccc(CC(=O)O)cc3[N+](=O)[O-])cc2)ccc(C(F)(F)F)c1O, CO. Yields the product CC(C)(C)OC(=O)c1c(COc2ccc(-c3ccc(CC(=O)O)cc3N)cc2)ccc(C(F)(F)F)c1O. RXN SMILES: [C:1]([CH3:2])([CH3:3])([CH3:4])[O:5][C:6](=[O:7])[c:8]1[c:9]([CH2:10][O:11][c:12]2[cH:13][cH:14][c:15](-[c:18]3[c:19]([N+:28]([O-:29])=[O:30])[cH:20][c:21]([CH2:24][C:25](=[O:26])[OH:27])[cH:22][cH:23]3)[cH:16][cH:17]2)[cH:31][cH:32][c:33]([C:36]([F:37])([F:38])[F:39])[c:34]1[OH:35].[CH3:40][OH:41]>>[C:1]([CH3:2])([CH3:3])([CH3:4])[O:5][C:6](=[O:7])[c:8]1[c:9]([CH2:10][O:11][c:12]2[cH:13][cH:14][c:15](-[c:18]3[c:19]([NH2:28])[cH:20][c:21]([CH2:24][C:25](=[O:26])[OH:27])[cH:22][cH:23]3)[cH:16][cH:17]2)[cH:31][cH:32][c:33]([C:36]([F:37])([F:38])[F:39])[c:34]1[OH:35].